Dataset: the Open Reaction Database (ORD), a public repository of structured organic reaction records. Task: describe an organic reaction: reactants, conditions, products, and yield Starting materials: O[C@H](C)C1=NC=2C(=C3C(=NC2)C=CS3)N1C1CCC(CC1)NC(OC(C)(C)C)=O (tert-Butyl (4-{2-[(1R)-1-hydroxyethyl]-1H-imidazo[4,5-d]thieno[3,2-b]pyridin-1-yl}cyclohexyl)carbamate), Cl (hydrogen chloride), O1CCOCC1 (dioxane). The solvent is C(Cl)Cl (methylene chloride). Yields the product Cl.Cl.NC1CCC(CC1)N1C(=NC=2C1=C1C(=NC2)C=CS1)[C@@H](C)O ((1R)-1-[1-(4-Aminocyclohexyl)-1H-imidazo[4,5-d]thieno[3,2-b]pyridin-2-yl]ethanol dihydrochloride), Cl (HCl). Yield: 94.0%. RXN SMILES: [OH:1][C@@H:2]([C:4]1[N:15]([CH:16]2[CH2:21][CH2:20][CH:19]([NH:22]C(=O)OC(C)(C)C)[CH2:18][CH2:17]2)[C:7]2=[C:8]3[S:14][CH:13]=[CH:12][C:9]3=[N:10][CH:11]=[C:6]2[N:5]=1)[CH3:3].[ClH:30].O1CCOCC1>C(Cl)Cl>[ClH:30].[ClH:30].[NH2:22][CH:19]1[CH2:20][CH2:21][CH:16]([N:15]2[C:7]3=[C:8]4[S:14][CH:13]=[CH:12][C:9]4=[N:10][CH:11]=[C:6]3[N:5]=[C:4]2[C@H:2]([OH:1])[CH3:3])[CH2:17][CH2:18]1.[ClH:30] |f:4.5.6|. Reported procedure: tert-Butyl (4-{2-[(1R)-1-hydroxyethyl]-1H-imidazo[4,5-d]thieno[3,2-b]pyridin-1-yl}cyclohexyl)carbamate (0.22 g, 0.53 mmol) was treated with 4.0 M hydrogen chloride in dioxane (0.66 mL, 2.6 mmol) in methylene chloride (3 mL) at room temperature overnight. The mixture was concentrated to give the desired product as HCl salt (0.22 g, 94%). LCMS calculated for C16H21N4OS (M+H)+: m/z=317.1. Found: 317.0. Starting materials: ClCCCl, Cc1cccc(-c2nc(-c3cncc(C(=O)O)c3)c3cc[nH]c3n2)n1, CCN, CC#N, Cl, On1nnc2ccccc21. Product: CCNC(=O)c1cncc(-c2nc(-c3cccc(C)n3)nc3[nH]ccc23)c1. RXN SMILES: [CH2:29]([Cl:30])[CH2:31][Cl:32].[CH3:1][c:2]1[cH:3][cH:4][cH:5][c:6](-[c:8]2[n:9][c:10](-[c:17]3[cH:18][n:19][cH:20][c:21]([C:22](=[O:23])[OH:24])[cH:25]3)[c:11]3[c:12]([n:13]2)[nH:14][cH:15][cH:16]3)[n:7]1.[CH3:26][CH2:27][NH2:28].[CH3:44][C:45]#[N:46].[ClH:33].[OH:34][n:35]1[c:36]2[c:37]([cH:38][cH:39][cH:40][cH:41]2)[n:42][n:43]1>>[CH3:1][c:2]1[cH:3][cH:4][cH:5][c:6](-[c:8]2[n:9][c:10](-[c:17]3[cH:18][n:19][cH:20][c:21]([C:22](=[O:23])[NH:28][CH2:27][CH3:26])[cH:25]3)[c:11]3[c:12]([n:13]2)[nH:14][cH:15][cH:16]3)[n:7]1. Reactants: C(C)C=1C(=C(C(NC1C1=CC=2C=C3N(C2C=C1)CCC3O)=O)C(=O)OC)O (methyl 5-ethyl-4-hydroxy-6-(1-hydroxy-2,3-dihydro-1H-pyrrolo[1,2-a]indol-7-yl)-2-oxo-1,2-dihydropyridine-3-carboxylate). The reagents and catalysts are O=[Mn]=O (MnO2). Run in C(Cl)Cl (CH2Cl2). Conditions: time 2 hour. The product is C(C)C=1C(=C(C(NC1C1=CC=2C=C3N(C2C=C1)CCC3=O)=O)C(=O)OC)O (Methyl 5-ethyl-4-hydroxy-2-oxo-6-(1-oxo-2,3-dihydro-1H-pyrrolo[1,2-a]indol-7-yl)-1,2-dihydropyridine-3-carboxylate). The yield is 71.8%. As a reaction SMILES: [CH2:1]([C:3]1[C:4]([OH:27])=[C:5]([C:23]([O:25][CH3:26])=[O:24])[C:6](=[O:22])[NH:7][C:8]=1[C:9]1[CH:17]=[CH:16][C:15]2[N:14]3[CH2:18][CH2:19][CH:20]([OH:21])[C:13]3=[CH:12][C:11]=2[CH:10]=1)[CH3:2]>C(Cl)Cl.O=[Mn]=O>[CH2:1]([C:3]1[C:4]([OH:27])=[C:5]([C:23]([O:25][CH3:26])=[O:24])[C:6](=[O:22])[NH:7][C:8]=1[C:9]1[CH:17]=[CH:16][C:15]2[N:14]3[CH2:18][CH2:19][C:20](=[O:21])[C:13]3=[CH:12][C:11]=2[CH:10]=1)[CH3:2]. Reported procedure: To a solution of methyl 5-ethyl-4-hydroxy-6-(1-hydroxy-2,3-dihydro-1H-pyrrolo[1,2-a]indol-7-yl)-2-oxo-1,2-dihydropyridine-3-carboxylate (1.4 g, 3.8 mmol) in CH2Cl2 (20 mL) was added MnO2 (2.2 g, 25 mmol). After stirring at room temperature for 2 h, the reaction mixture was filtered through celite and concentrated to afford the title compound as a brown solid (1.0 g, 72%). Reactants: ClC(Cl)(Cl)Cl, [Li]CCCC, Fc1ccc(-c2nn3cc(C(F)(F)F)ccc3c2-c2ccnc(N3CCCC3)n2)cc1, C1CCOC1. Yields the product Fc1ccc(-c2nn3c(Cl)c(C(F)(F)F)ccc3c2-c2ccnc(N3CCCC3)n2)cc1. Reaction SMILES: [C:37]([Cl:38])([Cl:39])([Cl:40])[Cl:41].[CH2:32]([Li:33])[CH2:34][CH2:35][CH3:36].[F:1][c:2]1[cH:3][cH:4][c:5](-[c:8]2[n:9][n:10]3[c:11]([cH:12][cH:13][c:14]([C:16]([F:17])([F:18])[F:19])[cH:15]3)[c:20]2-[c:21]2[n:22][c:23]([N:27]3[CH2:28][CH2:29][CH2:30][CH2:31]3)[n:24][cH:25][cH:26]2)[cH:6][cH:7]1.[O:42]1[CH2:43][CH2:44][CH2:45][CH2:46]1>>[F:1][c:2]1[cH:3][cH:4][c:5](-[c:8]2[n:9][n:10]3[c:11]([cH:12][cH:13][c:14]([C:16]([F:17])([F:18])[F:19])[c:15]3[Cl:38])[c:20]2-[c:21]2[n:22][c:23]([N:27]3[CH2:28][CH2:29][CH2:30][CH2:31]3)[n:24][cH:25][cH:26]2)[cH:6][cH:7]1. Starting materials: compound 57, NC1=C(OCCCC(=O)OCC)C=CC=C1 (ethyl 4-(2-aminophenoxy)butyrate), FC1=CC=C(C(C2=CC=CC=C2)N2C=CC3=CC(=CC=C23)/C(=C/C(=O)O)/C)C=C1 (3-[1-(4-fluorobenzhydryl)indol-5-yl]isocrotonic acid). Product: FC1=CC=C(C(C2=CC=CC=C2)N2C=CC3=CC(=CC=C23)/C(=C/C(=O)NC2=C(OCCCC(=O)O)C=CC=C2)/C)C=C1 (4-{2-[3-[1-(4-fluorobenzhydryl)indol-5-yl]isocrotonoylamino]phenoxy}butyric acid). RXN SMILES: [NH2:1][C:2]1[CH:16]=[CH:15][CH:14]=[CH:13][C:3]=1[O:4][CH2:5][CH2:6][CH2:7][C:8]([O:10]CC)=[O:9].[F:17][C:18]1[CH:45]=[CH:44][C:21]([CH:22]([N:29]2[C:37]3[C:32](=[CH:33][C:34](/[C:38](/[CH3:43])=[CH:39]/[C:40](O)=[O:41])=[CH:35][CH:36]=3)[CH:31]=[CH:30]2)[C:23]2[CH:28]=[CH:27][CH:26]=[CH:25][CH:24]=2)=[CH:20][CH:19]=1>>[F:17][C:18]1[CH:45]=[CH:44][C:21]([CH:22]([N:29]2[C:37]3[C:32](=[CH:33][C:34](/[C:38](/[CH3:43])=[CH:39]/[C:40]([NH:1][C:2]4[CH:16]=[CH:15][CH:14]=[CH:13][C:3]=4[O:4][CH2:5][CH2:6][CH2:7][C:8]([OH:10])=[O:9])=[O:41])=[CH:35][CH:36]=3)[CH:31]=[CH:30]2)[C:23]2[CH:24]=[CH:25][CH:26]=[CH:27][CH:28]=2)=[CH:20][CH:19]=1. Procedure: 0.6 g of compound 57 was obtained in a similar manner to those described in the Examples 1 and 2 using 0.91 g of ethyl 4-(2-aminophenoxy)butyrate and 0.79 g of 3-[1-(4-fluorobenzhydryl)indol-5-yl]isocrotonic acid obtained according to the procedures described in the Reference Examples 1-4.